From a dataset of the Open Reaction Database (ORD), a public repository of structured organic reaction records. describe an organic reaction: reactants, conditions, products, and yield The reactants are BrC1=CC2=C(N=C(O2)C)C=C1OC (6-bromo-5-methoxy-2-methylbenzoxazole), C(C=C)[Sn](CCCC)(CCCC)CCCC (allyl tributyl tin). Reagents/catalysts: C=1C=CC(=CC1)[P](C=2C=CC=CC2)(C=3C=CC=CC3)[Pd]([P](C=4C=CC=CC4)(C=5C=CC=CC5)C=6C=CC=CC6)([P](C=7C=CC=CC7)(C=8C=CC=CC8)C=9C=CC=CC9)[P](C=1C=CC=CC1)(C=1C=CC=CC1)C=1C=CC=CC1 (tetrakis(triphenylphosphine)palladium). The solvent is C1(=CC=CC=C1)C (toluene). The product is C(C=C)C1=CC2=C(N=C(O2)C)C=C1OC (6-allyl-5-methoxy-2-methylbenzoxazole). RXN SMILES: Br[C:2]1[C:11]([O:12][CH3:13])=[CH:10][C:5]2[N:6]=[C:7]([CH3:9])[O:8][C:4]=2[CH:3]=1.[CH2:14]([Sn](CCCC)(CCCC)CCCC)[CH:15]=[CH2:16]>C1(C)C=CC=CC=1.C1C=CC([P]([Pd]([P](C2C=CC=CC=2)(C2C=CC=CC=2)C2C=CC=CC=2)([P](C2C=CC=CC=2)(C2C=CC=CC=2)C2C=CC=CC=2)[P](C2C=CC=CC=2)(C2C=CC=CC=2)C2C=CC=CC=2)(C2C=CC=CC=2)C2C=CC=CC=2)=CC=1>[CH2:16]([C:2]1[C:11]([O:12][CH3:13])=[CH:10][C:5]2[N:6]=[C:7]([CH3:9])[O:8][C:4]=2[CH:3]=1)[CH:15]=[CH2:14] |^1:40,42,61,80|. Procedure: 400 mg of 6-bromo-5-methoxy-2-methylbenzoxazole was dissolved in 5 ml of toluene. Thereafter, 769 μl of allyl tributyl tin and 57 mg of tetrakis(triphenylphosphine)palladium were successively added to the reaction solution. Thereafter, the reaction solution was heated to reflux under nitrogen atmosphere. Approximately 14 hours later, the reaction solution was stood to cool and then filtered through celite, followed by concentration under a reduced pressure. The residue was purified by silica gel... Starting materials: BrCCBr, FC(F)(F)C1(F)OC(F)(Cl)C(F)(Cl)OC1(F)C(F)(F)F, CN(C)C=O, [Zn]. Yields the product FC1=C(F)OC(F)(C(F)(F)F)C(F)(C(F)(F)F)O1. RXN SMILES: [Br:1][CH2:2][CH2:3][Br:4].[Cl:5][C:6]1([F:24])[O:7][C:8]([C:19]([F:20])([F:21])[F:22])([F:23])[C:9]([C:14]([F:15])([F:16])[F:17])([F:18])[O:10][C:11]1([F:12])[Cl:13].[O:26]=[CH:27][N:28]([CH3:29])[CH3:30].[Zn:25]>>[C:6]1([F:24])=[C:11]([F:12])[O:10][C:9]([C:14]([F:15])([F:16])[F:17])([F:18])[C:8]([C:19]([F:20])([F:21])[F:22])([F:23])[O:7]1. Reactants: BrCCCCC1=CN(C2=CC(=C(C=C2C1=O)F)NC1CCCCC1)C(CC)CC (3-(4-bromobutyl)-7-(cyclohexylamino)-1-(1-ethylpropyl)-6-fluoroquinolin-4(1H)-one), C(C)OP(OCC)OCC (triethylphosphite). Run at temperature 160 celsius, time 4 hour. The product is C1(CCCCC1)NC1=C(C=C2C(C(=CN(C2=C1)C(CC)CC)CCCCP(OCC)(OCC)=O)=O)F (diethyl {4-[7-(cyclohexylamino)-1-(1-ethylpropyl)-6-fluoro-4-oxo-1,4-dihydroquinolin-3-yl]butyl}phosphonate). Reaction SMILES: Br[CH2:2][CH2:3][CH2:4][CH2:5][C:6]1[C:15](=[O:16])[C:14]2[C:9](=[CH:10][C:11]([NH:18][CH:19]3[CH2:24][CH2:23][CH2:22][CH2:21][CH2:20]3)=[C:12]([F:17])[CH:13]=2)[N:8]([CH:25]([CH2:28][CH3:29])[CH2:26][CH3:27])[CH:7]=1.[CH2:30]([O:32][P:33]([O:37]CC)[O:34][CH2:35][CH3:36])[CH3:31]>>[CH:19]1([NH:18][C:11]2[CH:10]=[C:9]3[C:14]([C:15](=[O:16])[C:6]([CH2:5][CH2:4][CH2:3][CH2:2][P:33](=[O:37])([O:34][CH2:35][CH3:36])[O:32][CH2:30][CH3:31])=[CH:7][N:8]3[CH:25]([CH2:28][CH3:29])[CH2:26][CH3:27])=[CH:13][C:12]=2[F:17])[CH2:24][CH2:23][CH2:22][CH2:21][CH2:20]1. Procedure: To 557 mg of 3-(4-bromobutyl)-7-(cyclohexylamino)-1-(1-ethylpropyl)-6-fluoroquinolin-4(1H)-one was added 5 ml of triethylphosphite, followed by stirring at 160° C. for 4 hours. The reaction mixture was concentrated under a reduced pressure, and the resulting residue was purified by a column chromatography to obtain 240 mg of diethyl {4-[7-(cyclohexylamino)-1-(1-ethylpropyl)-6-fluoro-4-oxo-1,4-dihydroquinolin-3-yl]butyl}phosphonate. The reactants are COC(CNC([C@@H](NC(CNC(=O)OC(C)(C)C)=O)C)=O)=O (t-Butyloxycarbonyl-glycyl-alanyl-glycine Methyl Ester), FC(C(=O)O)(F)F (trifluoroacetic acid). Conditions: temperature 0 celsius, time 1 hour. The product is FC(C(=O)O)(F)F.COC(CNC([C@@H](NC(CN)=O)C)=O)=O (Glycyl-alanyl-glycine Methyl Ester Trifluoroacetate). Reaction SMILES: [CH3:1][O:2][C:3](=[O:22])[CH2:4][NH:5][C:6](=[O:21])[C@H:7]([CH3:20])[NH:8][C:9](=[O:19])[CH2:10][NH:11]C(OC(C)(C)C)=O.[F:23][C:24]([F:29])([F:28])[C:25]([OH:27])=[O:26]>>[F:23][C:24]([F:29])([F:28])[C:25]([OH:27])=[O:26].[CH3:1][O:2][C:3](=[O:22])[CH2:4][NH:5][C:6](=[O:21])[C@H:7]([CH3:20])[NH:8][C:9](=[O:19])[CH2:10][NH2:11] |f:2.3|. Procedure details: Boc-Gly-Ala-Gly-OMe (6.4 g, 20.1 mmoles, described in Example 2) is dissolved in cold (ice bath) trifluoroacetic acid (120 ml) and the solution stirred at 0° C for 1 hr. The solvent is evaporated, the residue dissolved in methanol and the product precipitated with the addition of diethyl ether. The precipitiate is collected to give the title compound. Yields the product O=c1c2c(n(-c3cccc(Cl)c3)c3ncccc13)CCN(Cc1ccccc1)C2. RXN SMILES: [CH2:23]([c:24]1[cH:25][cH:26][cH:27][cH:28][cH:29]1)[Br:30].[CH3:31][C:32](=[O:33])[CH3:34].[Cl:1][c:2]1[cH:3][c:4](-[n:8]2[c:9]3[c:10]([c:11](=[O:18])[c:12]4[c:17]2[CH2:16][CH2:15][NH:14][CH2:13]4)[cH:19][cH:20][cH:21][n:22]3)[cH:5][cH:6][cH:7]1>>[Cl:1][c:2]1[cH:3][c:4](-[n:8]2[c:9]3[c:10]([c:11](=[O:18])[c:12]4[c:17]2[CH2:16][CH2:15][N:14]([CH2:23][c:24]2[cH:25][cH:26][cH:27][cH:28][cH:29]2)[CH2:13]4)[cH:19][cH:20][cH:21][n:22]3)[cH:5][cH:6][cH:7]1. Starting materials: BrCc1ccccc1, CC(C)=O, O=c1c2c(n(-c3cccc(Cl)c3)c3ncccc13)CCNC2. Starting materials: CNC(=O)c1c(NC(=O)CBr)sc2c1CCCC2, CC(C)(C)c1n[nH]cc1C=O, O=C([O-])[O-], [K+], [K+], CN(C)C=O. Yields the product CNC(=O)c1c(NC(=O)Cn2cc(C=O)c(C(C)(C)C)n2)sc2c1CCCC2. Reaction SMILES: [Br:12][CH2:13][C:14](=[O:15])[NH:16][c:17]1[c:18]([C:26](=[O:27])[NH:28][CH3:29])[c:19]2[c:20]([s:21]1)[CH2:22][CH2:23][CH2:24][CH2:25]2.[C:1]([CH3:2])([CH3:3])([CH3:4])[c:5]1[n:6][nH:7][cH:8][c:9]1[CH:10]=[O:11].[C:30](=[O:31])([O-:32])[O-:33].[K+:34].[K+:35].[O:36]=[CH:37][N:38]([CH3:39])[CH3:40]>>[C:1]([CH3:2])([CH3:3])([CH3:4])[c:5]1[n:6][n:7]([CH2:13][C:14](=[O:15])[NH:16][c:17]2[c:18]([C:26](=[O:27])[NH:28][CH3:29])[c:19]3[c:20]([s:21]2)[CH2:22][CH2:23][CH2:24][CH2:25]3)[cH:8][c:9]1[CH:10]=[O:11]. Reactants: BrC1=NC=C(C=C1)Br (2,5-dibromopyridine), B1C2CCCC1CCC2 (9-BBN), C(C)(C)(C)OC(=O)N1CCC(CC1)=C (4-methylenepiperidine-1-carboxylic acid tert-butyl ester), C(=O)([O-])[O-].[K+].[K+] (K2CO3). The reagents and catalysts are C1=CC=C(C=C1)P([C-]2C=CC=C2)C3=CC=CC=C3.C1=CC=C(C=C1)P([C-]2C=CC=C2)C3=CC=CC=C3.Cl[Pd]Cl.[Fe+2].ClCCl (Pd(dppf)Cl2 dichloromethane). The solvent is O (water), CN(C)C=O (DMF), CN(C)C=O (DMF). The product is C(C)(C)(C)OC(=O)N1CCC(CC1)CC1=NC=C(C=C1)Br (4-(5-bromopyridin-2-ylmethyl)piperidine-1-carboxylic acid tert-butyl ester). RXN SMILES: B1C2CCCC1CCC2.[C:10]([O:14][C:15]([N:17]1[CH2:22][CH2:21][C:20](=[CH2:23])[CH2:19][CH2:18]1)=[O:16])([CH3:13])([CH3:12])[CH3:11].Br[C:25]1[CH:30]=[CH:29][C:28]([Br:31])=[CH:27][N:26]=1.C([O-])([O-])=O.[K+].[K+]>CN(C=O)C.C1C=CC(P(C2C=CC=CC=2)[C-]2C=CC=C2)=CC=1.C1C=CC(P(C2C=CC=CC=2)[C-]2C=CC=C2)=CC=1.Cl[Pd]Cl.[Fe+2].ClCCl.O>[C:10]([O:14][C:15]([N:17]1[CH2:22][CH2:21][CH:20]([CH2:23][C:25]2[CH:30]=[CH:29][C:28]([Br:31])=[CH:27][N:26]=2)[CH2:19][CH2:18]1)=[O:16])([CH3:13])([CH3:12])[CH3:11] |f:3.4.5,7.8.9.10.11|. Procedure: A solution of 9-BBN (0.5 N in THF, 100 mL) was added 4-methylenepiperidine-1-carboxylic acid tert-butyl ester (1.23 g, 1.5 mmol) the reaction mixture was stirred at reflux for 1 h. The reaction mixture was cooled to RT and added via a syringe to a solution of 2,5-dibromopyridine (11.3 g, 47.5 mmol) and Pd(dppf)Cl2 dichloromethane (1.23 g, 1.5 mmol) dissolved in DMF (100 mL) and water (9.9 mL) and K2CO3 (8.29 g). This mixture was heated at 60° C. for 3 hours. The DMF was the removed in vacuo. Add... Starting materials: C(C)(C)(C)OC(=O)NC(C(=O)O)C(C=CC1=CC=CC=C1)(C)C (2-t-butoxycarbonylamino-3,3-dimethyl-5-phenyl-4-pentenoic acid). The reagents and catalysts are [Pd] (Pd/C). The solvent is C(C)(=O)OCC (ethyl acetate). Conditions: time 4 hour. The product is C(C)(C)(C)OC(=O)NC(C(=O)O)C(CCC1=CC=CC=C1)(C)C (2-t-butoxycarbonylamino-3,3-dimethyl-5-phenylpentanoic acid). As a reaction SMILES: [C:1]([O:5][C:6]([NH:8][CH:9]([C:13]([CH3:23])([CH3:22])[CH:14]=[CH:15][C:16]1[CH:21]=[CH:20][CH:19]=[CH:18][CH:17]=1)[C:10]([OH:12])=[O:11])=[O:7])([CH3:4])([CH3:3])[CH3:2]>[Pd].C(OCC)(=O)C>[C:1]([O:5][C:6]([NH:8][CH:9]([C:13]([CH3:23])([CH3:22])[CH2:14][CH2:15][C:16]1[CH:17]=[CH:18][CH:19]=[CH:20][CH:21]=1)[C:10]([OH:12])=[O:11])=[O:7])([CH3:4])([CH3:2])[CH3:3]. Procedure details: The product of Example 18, Step 2, and 10% Pd/C are placed in a Parr bottle and mixed with ethyl acetate. The flask is purged with nitrogen and hydrogen and finally pressurized to 35 psi H2. The hydrogenation is run for 4 hours at room temperature. The catalyst is filtered off using a Celite pad and the filtrate is concentrated to give the pure product. Starting materials: ice, [N+](=O)([O-])C(C)C (2-nitropropane), C(C)(=O)N1CCNCC1 (N-acetylpiperazine), [OH-].[Na+] (sodium hydroxide), aqueous solution, C=O (formaldehyde). Run at time 1 hour. Product: CC(CN1CCN(CC1)C(C)=O)(C)[N+](=O)[O-] (1-(4-(2-Methyl-2-nitropropyl)piperazin-1-yl)ethanone). Reaction SMILES: [N+:1]([CH:4]([CH3:6])[CH3:5])([O-:3])=[O:2].[C:7]([N:10]1[CH2:15][CH2:14][NH:13][CH2:12][CH2:11]1)(=[O:9])[CH3:8].[OH-].[Na+].[CH2:18]=O>>[CH3:5][C:4]([N+:1]([O-:3])=[O:2])([CH3:18])[CH2:6][N:13]1[CH2:14][CH2:15][N:10]([C:7](=[O:9])[CH3:8])[CH2:11][CH2:12]1 |f:2.3|. Reported procedure: To a stirred ice cold solution of 2-nitropropane (3.5 mL, 38.9 mmol) and N-acetylpiperazine (5.0 g, 1 equiv, 39.6 mmol) was added dropwise a premixed solution of sodium hydroxide (156 μL, 5 N, 2 mol %) and a 37% aqueous solution of formaldehyde (2.9 mL, 1 equiv, 38.9 mmol) over 15 minutes maintaining an internal temperature between 10-15° C. The flask was removed from the ice bath and stirred at room temperature for 1 h. The reaction was then heated at 50° C. for 1 h. The biphasic mixture was co... Reactants: O=S(=O)(Cl)c1ccc(Br)cc1, ClCCl, Nc1nccs1, c1ccncc1. The product is O=S(=O)(Nc1nccs1)c1ccc(Br)cc1. RXN SMILES: [Br:1][c:2]1[cH:3][cH:4][c:5]([S:8](=[O:9])(=[O:10])[Cl:11])[cH:6][cH:7]1.[Cl:18][CH2:19][Cl:20].[NH2:12][c:13]1[s:14][cH:15][cH:16][n:17]1.[cH:21]1[cH:22][cH:23][n:24][cH:25][cH:26]1>>[Br:1][c:2]1[cH:3][cH:4][c:5]([S:8](=[O:9])(=[O:10])[NH:12][c:13]2[s:14][cH:15][cH:16][n:17]2)[cH:6][cH:7]1.